From a dataset of the Open Reaction Database (ORD), a public repository of structured organic reaction records. describe an organic reaction: reactants, conditions, products, and yield The reactants are CC1=C(C=CC=C1)N1CCNCC1 (1-(2-methylphenyl)piperazine), C1(=C(C=CC=C1)CN1CCN(CC1)C1=CC=CC=C1)C1=CC=CC=C1 (1-(biphenyl-2-ylmethyl)-4-phenylpiperazine), C=1(C(=CC=CC1)C=O)C1=CC=CC=C1 (biphenyl-2-carbaldehyde), [BH-](OC(=O)C)(OC(=O)C)OC(=O)C.[Na+] (NaBH(OAc)3). Product: C1(=C(C=CC=C1)CN1CCN(CC1)C1=C(C=CC=C1)C)C1=CC=CC=C1 (1-(biphenyl-2-ylmethyl)-4-(2-methylphenyl)piperazine). Reaction SMILES: [CH3:1][C:2]1[CH:7]=[CH:6][CH:5]=[CH:4][C:3]=1[N:8]1[CH2:13][CH2:12][NH:11][CH2:10][CH2:9]1.[C:14]1([C:22]2[CH:27]=[CH:26][CH:25]=[CH:24][CH:23]=2)[C:15]([CH:20]=O)=[CH:16][CH:17]=[CH:18][CH:19]=1.[BH-](OC(C)=O)(OC(C)=O)OC(C)=O.[Na+].C1(C2C=CC=CC=2)C=CC=CC=1CN1CCN(C2C=CC=CC=2)CC1>>[C:14]1([C:22]2[CH:23]=[CH:24][CH:25]=[CH:26][CH:27]=2)[CH:19]=[CH:18][CH:17]=[CH:16][C:15]=1[CH2:20][N:11]1[CH2:12][CH2:13][N:8]([C:3]2[CH:4]=[CH:5][CH:6]=[CH:7][C:2]=2[CH3:1])[CH2:9][CH2:10]1 |f:2.3|. Procedure details: 140.7 mg of the target compound (0.41 mmol, 74.7%) was obtained using 1-(2-methylphenyl)piperazine (193.8 mg, 1.1 mmol), biphenyl-2-carbaldehyde (100 mg, 0.55 mmol) and NaBH(OAc)3 (355 mg, 1.65 mmol) according to the synthesis method of Compound 1. The reactants are COC(=O)C1N(CC(CC1)C(=O)O)S(=O)(=O)C ((2RS,5RS)-1-methanesulfonyl-piperidine-2,5-dicarboxylic acid 2-methyl ester), B (borane). Solvent: O1CCCC1 (tetrahydrofuran), O1CCCC1 (tetrahydrofuran). Reaction conditions: temperature 0 celsius, time 4 hour. Product: COC(=O)C1N(CC(CC1)CO)S(=O)(=O)C ((2RS,5RS)-5-hydroxymethyl-1-methanesulfonyl-piperidine-2-carboxylic acid methyl ester). Isolated yield 79.9%. As a reaction SMILES: [CH3:1][O:2][C:3]([CH:5]1[CH2:10][CH2:9][CH:8]([C:11](O)=[O:12])[CH2:7][N:6]1[S:14]([CH3:17])(=[O:16])=[O:15])=[O:4].B>O1CCCC1>[CH3:1][O:2][C:3]([CH:5]1[CH2:10][CH2:9][CH:8]([CH2:11][OH:12])[CH2:7][N:6]1[S:14]([CH3:17])(=[O:15])=[O:16])=[O:4]. Reported procedure: To a solution of (2RS,5RS)-1-methanesulfonyl-piperidine-2,5-dicarboxylic acid 2-methyl ester (10.7 g) in tetrahydrofuran was added a 1 M borane solution in tetrahydrofuran (215 ml) within 0.5 h at 0° C. The reaction mixture was stirred for 4 h at 0° C., poured onto ice/saturated sodium bicarbonate solution and concentrated. The aqueous residue was extracted with EtOAc. The organic phase was washed with brine, dried over magnesium sulphate and concentrated. The residue was chromatographed on sili...